This data is from the Open Reaction Database (ORD), a public repository of structured organic reaction records. The task is: describe an organic reaction: reactants, conditions, products, and yield Reactants: CC(C)(C)N, Cc1ccccc1, ClC(Cl)Cl, O=S(=O)(Cl)c1cccs1. The product is CC(C)(C)NS(=O)(=O)c1cccs1. RXN SMILES: [CH3:10][C:11]([CH3:12])([CH3:13])[NH2:14].[CH3:15][c:16]1[cH:17][cH:18][cH:19][cH:20][cH:21]1.[Cl:22][CH:23]([Cl:24])[Cl:25].[s:1]1[c:2]([S:6](=[O:7])(=[O:8])[Cl:9])[cH:3][cH:4][cH:5]1>>[s:1]1[c:2]([S:6](=[O:7])(=[O:8])[NH:14][C:11]([CH3:10])([CH3:12])[CH3:13])[cH:3][cH:4][cH:5]1. Reactants: NC1CCOC2=CC(=CC=C12)C#N (4-Amino-chroman-7-carbonitrile), C1=C(C=CC2=CC=CC=C12)S(=O)(=O)NC(CC(=O)O)C1=CC=CC=C1 (3-(naphthalen-2-ylsulfonylamino)-3-phenyl-propionic acid), C=1C=CC2=C(C1)N=NN2O (HOBt), CCN(C(C)C)C(C)C (DIEA), C(CCl)Cl (EDC). Run in C(Cl)Cl (CH2Cl2). Conditions: temperature 23.5 celsius, time 8 hour. The product is C(#N)C1=CC=C2C(CCOC2=C1)NC(CC(C1=CC=CC=C1)NS(=O)(=O)C1=CC2=CC=CC=C2C=C1)=O (N-(7-cyano-chroman-4-yl)-3-(naphthalen-2-ylsulfonylamino)-3-phenyl-propionamide). Reaction SMILES: [NH2:1][CH:2]1[C:11]2[C:6](=[CH:7][C:8]([C:12]#[N:13])=[CH:9][CH:10]=2)[O:5][CH2:4][CH2:3]1.[CH:14]1[C:23]2[C:18](=[CH:19][CH:20]=[CH:21][CH:22]=2)[CH:17]=[CH:16][C:15]=1[S:24]([NH:27][CH:28]([C:33]1[CH:38]=[CH:37][CH:36]=[CH:35][CH:34]=1)[CH2:29][C:30](O)=[O:31])(=[O:26])=[O:25].C1C=CC2N(O)N=NC=2C=1.CCN(C(C)C)C(C)C.C(Cl)CCl>C(Cl)Cl>[C:12]([C:8]1[CH:7]=[C:6]2[C:11]([CH:2]([NH:1][C:30](=[O:31])[CH2:29][CH:28]([NH:27][S:24]([C:15]3[CH:16]=[CH:17][C:18]4[C:23](=[CH:22][CH:21]=[CH:20][CH:19]=4)[CH:14]=3)(=[O:26])=[O:25])[C:33]3[CH:38]=[CH:37][CH:36]=[CH:35][CH:34]=3)[CH2:3][CH2:4][O:5]2)=[CH:10][CH:9]=1)#[N:13]. Procedure: 4-Amino-chroman-7-carbonitrile (Step E) (50 mg, 0.28 mmol), 3-(naphthalen-2-ylsulfonylamino)-3-phenyl-propionic acid (100 mg, 0.28 mmol), HOBt (42 mg, 0.31 mmol), and DIEA (72 mg, 0.56 mmol) were dissolved in CH2Cl2 (10 mL). EDC (52 mg, 0.34 mmol) was added and the reaction was stirred at 22-25° C. overnight until completed. The reaction solution was washed with dilute (˜5%) NaHCO3—H2O and H2O, and solution was dried over MgSO4, filtered and concentrated in vacuo to provide a residue which was p... The reactants are NC1=CC=C(C=C1)C (p-toluidine), COC(CCl)=O (methylchloroacetate), 32g, 8g, [OH-].[Na+] (sodium hydroxide). Run in O (water), O1CCOCC1 (dioxane), O (water). Conditions: temperature 5 celsius. Product: COC(CN(C1=CC=C(C=C1)C)CC(=O)OC)=O (dimethyl-p-toluidinediacetate). Reaction SMILES: [NH2:1][C:2]1[CH:7]=[CH:6][C:5]([CH3:8])=[CH:4][CH:3]=1.[CH3:9][O:10][C:11](=[O:14])[CH2:12]Cl.[OH-:15].[Na+]>O.O1CCOCC1>[CH3:9][O:10][C:11](=[O:14])[CH2:12][N:1]([CH2:12][C:11]([O:10][CH3:9])=[O:15])[C:2]1[CH:7]=[CH:6][C:5]([CH3:8])=[CH:4][CH:3]=1 |f:2.3|. Reported procedure: Into a three-neck r.b. flask, fitted with stirring assembly, thermometer, reflux condenser, and a dropping funnel were placed 10.7g (0.1M) p-toluidine, 21.7g (0.2M) methylchloroacetate, 50 ml water, and 80 ml dioxane. The solution was heated to reflux and 32g of an aqueous solution containing 8g (0.2M) sodium hydroxide was added dropwise so as to maintain the charge at a neutral pH. Addition was completed within 11/2 hours. The flask was cooled to 5° C, and the product was poured into a 4 l. bea... The reactants are CC=1C(=C(C(=C2CCNC12)C)C=O)C (trimethylindoline-5-carbaldehyde), aldehyde, O1CCOCC1 (1,4-dioxane), C1(=CC=CC=C1)C (toluene), C(#N)C1=C(C(=O)C(=C(C1=O)Cl)Cl)C#N (DDQ). Product: CN1C(=C(C2=CC(=CC=C12)C=O)C)C (1,2,3-Trimethyl-indole-5-carbaldehyde). Reaction SMILES: CC1C(C)=C(C=O)C(C)=C2[C:10]=1[NH:9][CH2:8][CH2:7]2.C([C:17]1[C:23](=O)[C:22](Cl)=[C:21](Cl)[C:19](=O)[C:18]=1[C:27]#N)#N.[C:29]1(C)C=CC=CC=1.[O:36]1CCOC[CH2:37]1>>[CH3:10][N:9]1[C:17]2[C:18](=[CH:19][C:21]([CH:37]=[O:36])=[CH:22][CH:23]=2)[C:27]([CH3:29])=[C:8]1[CH3:7]. Procedure: 1,2,3-Trimethylindoline (21.5 g) was formulated in a similar manner to that described in Step 2 of Example 1 to obtain 20.1 g of 1,2,3, -trimethylindoline-5-carbaldehyde. The obtained aldehyde (7.5 g) was dissolved in 200 ml of 1,4-dioxane, followed by the addition of 18 g of DDQ. The obtained mixture was heated under reflux for 2.5 hours, followed by the addition of 100 ml of toluene. Insolubles were filtered out and the organic phase was concentrated in a vacuum. The obtained residue was purif... Procedure details: Add slowly a solution of 2-naphthoyl chloride (600 mg, 3.15 mmol) to a solution of 4-[4-(6-fluoro-benzo[b]thiophen-3-yl)-[1,4]diazapan-1-yl]butylamine (Example 6) (920 mg, 2.86 mmol), in pyridine-methylene chloride (10 mL,1:1), and stir the solution at room temperature overnight. Evaporate the solvent under vacuum, dissolve the residue in EtOAc and wash the organic layer with water and saturated sodium chloride solution. Combine the organic phases, dry over MgSO4 and evaporate the solvent under ... Starting materials: C1=C(C=CC2=CC=CC=C12)C(=O)Cl (2-naphthoyl chloride), FC=1C=CC2=C(SC=C2N2CCN(CCC2)CCCCN)C1 (4-[4-(6-Fluoro-benzo[b]thiophen-3-yl)-[1,4]diazapan-1-yl]butylamine). The solvent is N1=CC=CC=C1.C(Cl)Cl (pyridine methylene chloride). Yield: 91.9%. RXN SMILES: [CH:1]1[C:10]2[C:5](=[CH:6][CH:7]=[CH:8][CH:9]=2)[CH:4]=[CH:3][C:2]=1[C:11](Cl)=[O:12].[F:14][C:15]1[CH:16]=[CH:17][C:18]2[C:22]([N:23]3[CH2:29][CH2:28][CH2:27][N:26]([CH2:30][CH2:31][CH2:32][CH2:33][NH2:34])[CH2:25][CH2:24]3)=[CH:21][S:20][C:19]=2[CH:35]=1>N1C=CC=CC=1.C(Cl)Cl>[F:14][C:15]1[CH:16]=[CH:17][C:18]2[C:22]([N:23]3[CH2:29][CH2:28][CH2:27][N:26]([CH2:30][CH2:31][CH2:32][CH2:33][NH:34][C:11]([C:2]4[CH:3]=[CH:4][C:5]5[C:10](=[CH:9][CH:8]=[CH:7][CH:6]=5)[CH:1]=4)=[O:12])[CH2:25][CH2:24]3)=[CH:21][S:20][C:19]=2[CH:35]=1 |f:2.3|. Product: FC=1C=CC2=C(SC=C2N2CCN(CCC2)CCCCNC(=O)C2=CC3=CC=CC=C3C=C2)C1 (Naphthalene-2-carboxylic acid {4-[4-(6-fluoro-benzo[b]thiophen-3-yl)-[1,4]diazepan-1-yl]-butyl}-amide). The reactants are BrCc1ccccc1, O=C([O-])[O-], CN(C)C=O, [K+], [K+], O=[N+]([O-])c1ccc(O)cc1[N+](=O)[O-]. Reaction SMILES: [Br:14][CH2:15][c:16]1[cH:17][cH:18][cH:19][cH:20][cH:21]1.[C:22](=[O:23])([O-:24])[O-:25].[CH3:28][N:29]([CH3:30])[CH:31]=[O:32].[K+:26].[K+:27].[OH:1][c:2]1[cH:3][cH:4][c:5]([N+:11]([O-:12])=[O:13])[c:6]([N+:8]([O-:9])=[O:10])[cH:7]1>>[O:1]([c:2]1[cH:3][cH:4][c:5]([N+:11]([O-:12])=[O:13])[c:6]([N+:8]([O-:9])=[O:10])[cH:7]1)[CH2:15][c:16]1[cH:17][cH:18][cH:19][cH:20][cH:21]1. The product is O=[N+]([O-])c1ccc(OCc2ccccc2)cc1[N+](=O)[O-]. Yields the product N1CC(C1)NC1=C(C=CC=C1)OC (Azetidin-3-yl-(2-methoxy-phenyl-amine)). Procedure: A solution of 2.0 g of (1-benzhydryl-azetidin-3-yl)-(2-methoxyphenyl)-amine in 30 mL of methanol was added to a suspension of 10% Pd/C in methanol. 4.0 g of ammonium formate was added portion wise and the reaction was heated under reflux for 2 h. The mixture was cooled, filtered over celite, the filtrate was evaporated. The residue was triturated with CH2Cl2, and filtered. The filtrate was evaporated to give 0.840 g of the desired product. The reactants are C(C1=CC=CC=C1)(C1=CC=CC=C1)N1CC(C1)NC1=C(C=CC=C1)OC ((1-benzhydryl-azetidin-3-yl)-(2-methoxyphenyl)-amine), C(=O)[O-].[NH4+] (ammonium formate). Reagents/catalysts: [Pd] (Pd/C). RXN SMILES: C([N:14]1[CH2:17][CH:16]([NH:18][C:19]2[CH:24]=[CH:23][CH:22]=[CH:21][C:20]=2[O:25][CH3:26])[CH2:15]1)(C1C=CC=CC=1)C1C=CC=CC=1.C([O-])=O.[NH4+]>CO.[Pd]>[NH:14]1[CH2:15][CH:16]([NH:18][C:19]2[CH:24]=[CH:23][CH:22]=[CH:21][C:20]=2[O:25][CH3:26])[CH2:17]1 |f:1.2|. The solvent is CO (methanol), CO (methanol). The yield is 81.2%.